From a dataset of the Open Reaction Database (ORD), a public repository of structured organic reaction records. describe an organic reaction: reactants, conditions, products, and yield The reactants are O=C1CN2CCN1CCC2 (3-Keto-1,4-diazabicyclo[2.2.3]-nonane), solution. Solvent: [OH-].[K+] (KOH). Run at time 20 minute. Yields the product N12CCN(CC1)CCC2 (1,4-Diazabicyclo[2.2.3]nonane). RXN SMILES: O=[C:2]1[N:7]2[CH2:8][CH2:9][CH2:10][N:4]([CH2:5][CH2:6]2)[CH2:3]1>[OH-].[K+]>[N:4]12[CH2:10][CH2:9][CH2:8][N:7]([CH2:6][CH2:5]1)[CH2:2][CH2:3]2 |f:1.2|. Reported procedure: The title compound of Example 2 (1.70 g, 12.1 mmol) was added portionwise at room temperature to a stirred solution of AIH3 (60 mL of a 1.0M solution, 60 mmol). The solution became warm. Stirring was continued for a further 20 minutes and the reaction mixture was poured into cold (5° C.) 30% aqueous KOH solution (100 mL) and the aqueous mixture was extracted with CHCl3 (200 mL). The organic extract was dried (Na2SO4) and evaporated to give the title compound in quantitative yield: mp 250° C. (de... Starting materials: BrC(Br)(Br)Br, CCc1cc(CO)sc1-c1noc(-c2ccc(Oc3cccc(F)c3)cc2)n1, CCN(C(C)C)C(C)C, Cl, COC(=O)C1CNC1, c1ccc(P(c2ccccc2)c2ccccc2)cc1. Product: CCc1cc(CN2CC(C(=O)OC)C2)sc1-c1noc(-c2ccc(Oc3cccc(F)c3)cc2)n1. As a reaction SMILES: [C:29]([Br:30])([Br:31])([Br:32])[Br:33].[CH2:1]([CH3:2])[c:3]1[cH:4][c:5]([CH2:27][OH:28])[s:6][c:7]1-[c:8]1[n:9][o:10][c:11](-[c:13]2[cH:14][cH:15][c:16]([O:19][c:20]3[cH:21][c:22]([F:26])[cH:23][cH:24][cH:25]3)[cH:17][cH:18]2)[n:12]1.[CH:62]([N:63]([CH2:64][CH3:65])[CH:66]([CH3:67])[CH3:68])([CH3:69])[CH3:70].[ClH:53].[NH:54]1[CH2:55][CH:56]([C:58](=[O:59])[O:60][CH3:61])[CH2:57]1.[c:34]1([P:35]([c:36]2[cH:37][cH:38][cH:39][cH:40][cH:41]2)[c:42]2[cH:43][cH:44][cH:45][cH:46][cH:47]2)[cH:48][cH:49][cH:50][cH:51][cH:52]1>>[CH2:1]([CH3:2])[c:3]1[cH:4][c:5]([CH2:27][N:54]2[CH2:55][CH:56]([C:58](=[O:59])[O:60][CH3:61])[CH2:57]2)[s:6][c:7]1-[c:8]1[n:9][o:10][c:11](-[c:13]2[cH:14][cH:15][c:16]([O:19][c:20]3[cH:21][c:22]([F:26])[cH:23][cH:24][cH:25]3)[cH:17][cH:18]2)[n:12]1. The product is COC(=O)C1=C(C)NC(C)=C(C(=O)OCC(C)=O)C1c1cccc([N+](=O)[O-])c1. As a reaction SMILES: [CH3:1][C:2]1=[C:7]([C:8](=[O:9])[O:10][CH3:11])[CH:6]([c:12]2[cH:13][c:14]([N+:18](=[O:19])[O-:20])[cH:15][cH:16][cH:17]2)[C:5]([C:21](=[O:22])[O:23][CH2:24][C:25]2([CH3:26])[O:27][CH2:30][CH2:29][O:28]2)=[C:4]([CH3:31])[NH:3]1.[CH3:33][CH2:34][OH:35].[ClH:32]>>[CH3:1][C:2]1=[C:7]([C:8](=[O:9])[O:10][CH3:11])[CH:6]([c:12]2[cH:13][c:14]([N+:18](=[O:19])[O-:20])[cH:15][cH:16][cH:17]2)[C:5]([C:21](=[O:22])[O:23][CH2:24][C:25]([CH3:26])=[O:27])=[C:4]([CH3:31])[NH:3]1. Reactants: COC(=O)C1=C(C)NC(C)=C(C(=O)OCC2(C)OCCO2)C1c1cccc([N+](=O)[O-])c1, CCO, Cl.